Dataset: the Open Reaction Database (ORD), a public repository of structured organic reaction records. Task: describe an organic reaction: reactants, conditions, products, and yield Reactants: O=C([O-])[O-], CCOC(C)=O, [Cl-], [Cs+], [Cs+], O=S(=O)(OCC(F)(F)F)C(F)(F)F, [NH4+], CN(C)C=O, COC(=O)c1cnc(O)cn1. Product: COC(=O)c1cnc(OCC(F)(F)F)cn1. RXN SMILES: [C:1](=[O:2])([O-:3])[O-:4].[CH3:38][CH2:39][O:40][C:41](=[O:42])[CH3:43].[Cl-:31].[Cs+:5].[Cs+:6].[F:7][C:8]([F:9])([F:10])[S:11]([O:12][CH2:13][C:14]([F:15])([F:16])[F:17])(=[O:18])=[O:19].[NH4+:32].[O:33]=[CH:34][N:35]([CH3:36])[CH3:37].[OH:20][c:21]1[n:22][cH:23][c:24]([C:27](=[O:28])[O:29][CH3:30])[n:25][cH:26]1>>[O:12]([CH2:13][C:14]([F:15])([F:16])[F:17])[c:21]1[n:22][cH:23][c:24]([C:27](=[O:28])[O:29][CH3:30])[n:25][cH:26]1. Reactants: CO, COC(=O)CCCCCC(=O)c1ccc(F)cc1, C1CCOC1, CB1OC(c2ccccc2)(c2ccccc2)C2CCCN12. The product is COC(=O)CCCCCC(O)c1ccc(F)cc1. Reaction SMILES: [CH3:40][OH:41].[F:22][c:23]1[cH:24][cH:25][c:26]([C:29]([CH2:30][CH2:31][CH2:32][CH2:33][CH2:34][C:35](=[O:36])[O:37][CH3:38])=[O:39])[cH:27][cH:28]1.[O:42]1[CH2:43][CH2:44][CH2:45][CH2:46]1.[c:1]1([C:2]2([c:3]3[cH:4][cH:5][cH:6][cH:7][cH:8]3)[O:9][B:10]([CH3:11])[N:12]3[CH2:13][CH2:14][CH2:15][CH:16]23)[cH:17][cH:18][cH:19][cH:20][cH:21]1>>[F:22][c:23]1[cH:24][cH:25][c:26]([CH:29]([CH2:30][CH2:31][CH2:32][CH2:33][CH2:34][C:35](=[O:36])[O:37][CH3:38])[OH:39])[cH:27][cH:28]1.